describe an organic reaction: reactants, conditions, products, and yield From a dataset of the Open Reaction Database (ORD), a public repository of structured organic reaction records. Reactants: CCOC(=O)Cn1ncc2c1CCCC2N(C)S(=O)(=O)c1cnc(Cl)c(Br)c1, CN(C)C=O, Cl, [H-], [Na+], Oc1ccc(Cl)cc1. The product is CCOC(=O)Cn1ncc2c1CCCC2N(C)S(=O)(=O)c1cnc(Oc2ccc(Cl)cc2)c(Br)c1. As a reaction SMILES: [CH2:1]([CH3:2])[O:3][C:4]([CH2:5][n:6]1[n:7][cH:8][c:9]2[c:14]1[CH2:13][CH2:12][CH2:11][CH:10]2[N:15]([CH3:16])[S:17](=[O:18])(=[O:19])[c:20]1[cH:21][n:22][c:23]([Cl:27])[c:24]([Br:26])[cH:25]1)=[O:28].[CH3:40][N:41]([CH3:42])[CH:43]=[O:44].[ClH:39].[H-:29].[Na+:30].[OH:31][c:32]1[cH:33][cH:34][c:35]([Cl:36])[cH:37][cH:38]1>>[CH2:1]([CH3:2])[O:3][C:4]([CH2:5][n:6]1[n:7][cH:8][c:9]2[c:14]1[CH2:13][CH2:12][CH2:11][CH:10]2[N:15]([CH3:16])[S:17](=[O:18])(=[O:19])[c:20]1[cH:21][n:22][c:23]([O:31][c:32]2[cH:33][cH:34][c:35]([Cl:36])[cH:37][cH:38]2)[c:24]([Br:26])[cH:25]1)=[O:28]. Reactants: OC=1C=C(C=NC1)OC[C@H]1N(CC1)C(=O)OC(C)(C)C (5-hydroxy-3-(1-Boc-2-(S)-azetidinylmethoxy)pyridine), [OH-].[K+] (KOH), C1(=CC=C(C=C1)S(=O)(=O)OCC)C (ethyl p-toluenesulfonate). Run in CN(C=O)C (dimethylformamide). Conditions: time 30 minute. Yields the product C(C)OC=1C=C(C=NC1)OC[C@H]1N(CC1)C(=O)OC(C)(C)C (5-Ethoxy-3-(1-Boc-2-(S)-azetidinylmethoxy)pyridine). Yield: 97.8%. Reaction SMILES: [OH:1][C:2]1[CH:3]=[C:4]([O:8][CH2:9][C@@H:10]2[CH2:13][CH2:12][N:11]2[C:14]([O:16][C:17]([CH3:20])([CH3:19])[CH3:18])=[O:15])[CH:5]=[N:6][CH:7]=1.[OH-].[K+].[C:23]1(C)C=CC(S(OCC)(=O)=O)=C[CH:24]=1>CN(C)C=O>[CH2:23]([O:1][C:2]1[CH:3]=[C:4]([O:8][CH2:9][C@@H:10]2[CH2:13][CH2:12][N:11]2[C:14]([O:16][C:17]([CH3:20])([CH3:19])[CH3:18])=[O:15])[CH:5]=[N:6][CH:7]=1)[CH3:24] |f:1.2|. Procedure: A solution of 5-hydroxy-3-(1-Boc-2-(S)-azetidinylmethoxy)pyridine (500 mg, 1.78 mmol, from step 120f) in dimethylformamide (15 mL) was treated with ground KOH (170 mg, 1.7 mmol) and stirred for 30 minutes at room temperature. To this mixture was rapidly added ethyl p-toluenesulfonate (430 mg, 2.14 mmol), and the resultant was stirred at 80° C. overnight. The mixture was concentrated to remove the dimethylformamide, and the residue was diluted with water and extracted with EtOAc. The organic extr... Starting materials: CCCC1CCC(c2ccc(CO)cc2)CC1, O=S(Cl)Cl. Product: CCCC1CCC(c2ccc(CCl)cc2)CC1. Reaction SMILES: [CH2:1]([CH2:2][CH3:3])[CH:4]1[CH2:5][CH2:6][CH:7]([c:10]2[cH:11][cH:12][c:13]([CH2:14][OH:15])[cH:16][cH:17]2)[CH2:8][CH2:9]1.[S:18]([Cl:19])([Cl:20])=[O:21]>>[CH2:1]([CH2:2][CH3:3])[CH:4]1[CH2:5][CH2:6][CH:7]([c:10]2[cH:11][cH:12][c:13]([CH2:14][Cl:20])[cH:16][cH:17]2)[CH2:8][CH2:9]1. Starting materials: N1CCCCC1 (piperidine), [N+](=O)([O-])C1=C(C=CC=C1)S(=O)(=O)Cl (2-nitrobenzenesulfonylchloride). The product is N1(CCCCC1)S(=O)(=O)C1=C(C=CC=C1)N (2-(Piperidine-1-sulfonyl)phenylamine). Yield: 58.0%. Reaction SMILES: [NH:1]1[CH2:6][CH2:5][CH2:4][CH2:3][CH2:2]1.[N+:7]([C:10]1[CH:15]=[CH:14][CH:13]=[CH:12][C:11]=1[S:16](Cl)(=[O:18])=[O:17])([O-])=O>>[N:1]1([S:16]([C:11]2[CH:12]=[CH:13][CH:14]=[CH:15][C:10]=2[NH2:7])(=[O:18])=[O:17])[CH2:6][CH2:5][CH2:4][CH2:3][CH2:2]1. Reported procedure: The title compound (0.59 g, 58%) was obtained as a brown solid from piperidine and 2-nitrobenzenesulfonylchloride following the same procedure as described in preparation 2. Starting materials: C1=CC=C(C=C1)N, COC(=O)C1=CC(=CC(=C1)I)Br. Reagents/catalysts: C(=O)([O-])[O-].[Cs+].[Cs+], C1=CC=C(C=C1)P(C2=CC=CC=C2)C3=C(C4=CC=CC=C4C=C3)C5=C(C=CC6=CC=CC=C65)P(C7=CC=CC=C7)C8=CC=CC=C8, CC(=O)O.CC(=O)O.[Pd]. Run in CC1=CC=CC=C1. Reaction conditions: temperature 110 celsius. Yields the product COC(=O)C1=CC(=CC(=C1)Br)NC2=CC=CC=C2. The yield is 40.5%. Procedure details: diacetoxypalladium (0.314 g, 1.40 mmol) and 2,2'-bis(diphenylphosphino)-1,1'-binaphthyl (0.871 g, 1.40 mmol) were added to a degassed mixture of methyl 3-bromo-5-iodobenzoate (4.77 g, 13.99 mmol), aniline (2.55 ml, 13.99 mmol) and cesium carbonate (3.87 g, 11.89 mmol) in toluene (137 ml) under nitrogen. The resulting mixture was stirred at 110 °C for 18 hours. The resulting mixture was evaporated to dryness and the residue was diluted with EtOAc (150 mL), and washed with water (100 mL), the orga...